Dataset: the Open Reaction Database (ORD), a public repository of structured organic reaction records. Task: describe an organic reaction: reactants, conditions, products, and yield The reactants are C(C)(=O)OCC1=C(N2C(C(C2SC1)N)=O)C(=O)O (3-[(acetyloxy)methyl]-7-amino-8-oxo-5-thia-1-azabicyclo[4.2.0]oct-2-ene-2-carboxylic acid), ClCC1=CC=C(C=C1)CC(=O)Cl (p-chloromethylphenylacetyl chloride). Run in C(C)OC(C)=O (ethylacetate). Yields the product C(C)(=O)OCC1=C(N2C(C(C2SC1)NC(CC1=CC=C(C=C1)CCl)=O)=O)C(=O)O (3-[(acetyloxy)methyl]-7-[[2-[4-(chloromethyl)phenyl]acetyl]amino]-8-oxo-5-thia-1-azabicyclo[4.2.0]oct-2-ene-2-carboxylic acid). As a reaction SMILES: [C:1]([O:4][CH2:5][C:6]1[CH2:13][S:12][CH:11]2[N:8]([C:9](=[O:15])[CH:10]2[NH2:14])[C:7]=1[C:16]([OH:18])=[O:17])(=[O:3])[CH3:2].[Cl:19][CH2:20][C:21]1[CH:26]=[CH:25][C:24]([CH2:27][C:28](Cl)=[O:29])=[CH:23][CH:22]=1>C(OC(=O)C)C>[C:1]([O:4][CH2:5][C:6]1[CH2:13][S:12][CH:11]2[N:8]([C:9](=[O:15])[CH:10]2[NH:14][C:28](=[O:29])[CH2:27][C:24]2[CH:25]=[CH:26][C:21]([CH2:20][Cl:19])=[CH:22][CH:23]=2)[C:7]=1[C:16]([OH:18])=[O:17])(=[O:3])[CH3:2]. Procedure: A mixture of 1 g of 3-[(acetyloxy)methyl]-7-amino-8-oxo-5-thia-1-azabicyclo[4.2.0]oct-2-ene-2-carboxylic acid and 1 g of p-chloromethylphenylacetyl chloride in 45 ml of ethylacetate is refluxed for about 2 hours after which the solvent is removed under vacuum yielding a yellow-brown amorphous product which is chromatographed on silica gel using benzene-acetone as the eluant to give 3-[(acetyloxy)methyl]-7-[[2-[4-(chloromethyl)phenyl]acetyl]amino]-8-oxo-5-thia-1-azabicyclo[4.2.0]oct-2-ene-2-carbo... The reactants are [Cl-].NC(=O)NN=CC1=[N+](C(=CC(=C1C(N(C)C)=O)O)C)C (2-[[(Aminocarbonyl)hydrazono]methyl]-3-(N,N-dimethylcarbamoyl)hydroxy-1,6-dimethyl pyridinium chloride), [Cl-].NC(=O)NN=CC1=[N+](C=C(C=C1O)C(N(C)C)=O)C (2-[[(Aminocarbonyl)hydrazono] methyl] -5-(N ,N-dimethylcarbamoyl)hydroxy-1-methyl pyridinium chloride), OC=1C(=NC=CC1)C=O (3-hydroxy-2-pyridine aldehyde), OC=1C(=NC=CC1)C=O (3-hydroxy-2-pyridine aldehyde), OC=1C(=NC(=CC1)C)C=O (3-hydroxy-6-methyl-2-pyridine aldehyde), C(=O)C1=NC=C(C=C1)O (2-formyl-5-hydroxy pyridine). Product: [Cl-].NC(=O)NN=CC1=[N+](C=CC(=C1C(N(C)C)=O)O)C (2-[[(Aminocarbonyl) hydrazono]methyl]-3-(N,N-dimethylcarbamoyl)hydroxy-1-methyl pyridinium chloride). RXN SMILES: [Cl-:1].[NH2:2][C:3]([NH:5][N:6]=[CH:7][C:8]1[C:13]([C:14](=[O:18])[N:15]([CH3:17])[CH3:16])=[C:12]([OH:19])[CH:11]=[C:10](C)[N+:9]=1[CH3:21])=[O:4].OC1C(C=O)=NC=CC=1.OC1C(C=O)=NC(C)=CC=1.[Cl-].NC(NN=CC1C(O)=CC(C(=O)N(C)C)=C[N+]=1C)=O.C(C1C=CC(O)=CN=1)=O>>[Cl-:1].[NH2:2][C:3]([NH:5][N:6]=[CH:7][C:8]1[C:13]([C:14](=[O:18])[N:15]([CH3:16])[CH3:17])=[C:12]([OH:19])[CH:11]=[CH:10][N+:9]=1[CH3:21])=[O:4] |f:0.1,4.5,7.8|. Reported procedure: 2-[[(Aminocarbonyl)hydrazono]methyl]-3-(N,N-dimethylcarbamoyl)hydroxy-1,6-dimethyl pyridinium chloride can be made by the same procedure replacing 3-hydroxy-2-pyridine aldehyde in the above example with 3-hydroxy-6-methyl-2-pyridine aldehyde. 2-[[(Aminocarbonyl)hydrazono] methyl] -5-(N ,N-dimethylcarbamoyl)hydroxy-1-methyl pyridinium chloride can be made by the same procedure replacing 3-hydroxy-2-pyridine aldehyde in the above example with 2-formyl-5-hydroxy pyridine. Reactants: O=C(O)c1ccc(Br)s1, Nc1nc(CC(=O)N2CCN(CC(=O)N3CCCC3)CC2)cs1. The product is O=C(Nc1nc(CC(=O)N2CCN(CC(=O)N3CCCC3)CC2)cs1)c1ccc(Br)s1. Reaction SMILES: [Br:24][c:25]1[cH:26][cH:27][c:28]([C:30](=[O:31])[OH:32])[s:29]1.[NH2:1][c:2]1[s:3][cH:4][c:5]([CH2:7][C:8](=[O:9])[N:10]2[CH2:11][CH2:12][N:13]([CH2:16][C:17]([N:18]3[CH2:19][CH2:20][CH2:21][CH2:22]3)=[O:23])[CH2:14][CH2:15]2)[n:6]1>>[NH:1]([c:2]1[s:3][cH:4][c:5]([CH2:7][C:8](=[O:9])[N:10]2[CH2:11][CH2:12][N:13]([CH2:16][C:17]([N:18]3[CH2:19][CH2:20][CH2:21][CH2:22]3)=[O:23])[CH2:14][CH2:15]2)[n:6]1)[C:30]([c:28]1[cH:27][cH:26][c:25]([Br:24])[s:29]1)=[O:31]. Starting materials: O[C@H](C)[C@H]1C(N([C@@H]1[C@@H](C)C(=S)C1=CC=CC=C1)CC(=O)OCC=C)=O ((3S,4S)-3-[(1R)-1-hydroxyethyl]-4-[(1R)-1-phenylthiocarbonylethyl]-1-allyloxycarbonylmethyl-2-azetidinone), N1=CC=CC=C1 (pyridine), O (Water), C[Si](Cl)(C)C (trimethylchlorosilane). The solvent is C1(=CC=CC=C1)C (toluene). Reaction conditions: time 1.5 hour. Product: C[Si](O[C@H](C)[C@H]1C(N([C@@H]1[C@@H](C)C(=S)C1=CC=CC=C1)CC(=O)OCC=C)=O)(C)C ((3S,4S)-3-[(1R)-1-trimethylsilyloxyethyl]-4-[(1R)-1-phenylthiocarbonylethyl]-1-allyloxycarbonylmethyl-2-azetidinone). Isolated yield 97.0%. As a reaction SMILES: [OH:1][C@@H:2]([C@@H:4]1[C@@H:7]([C@H:8]([C:10]([C:12]2[CH:17]=[CH:16][CH:15]=[CH:14][CH:13]=2)=[S:11])[CH3:9])[N:6]([CH2:18][C:19]([O:21][CH2:22][CH:23]=[CH2:24])=[O:20])[C:5]1=[O:25])[CH3:3].N1C=CC=CC=1.[CH3:32][Si:33]([CH3:36])([CH3:35])Cl.O>C1(C)C=CC=CC=1>[CH3:32][Si:33]([CH3:36])([CH3:35])[O:1][C@@H:2]([C@@H:4]1[C@@H:7]([C@H:8]([C:10]([C:12]2[CH:17]=[CH:16][CH:15]=[CH:14][CH:13]=2)=[S:11])[CH3:9])[N:6]([CH2:18][C:19]([O:21][CH2:22][CH:23]=[CH2:24])=[O:20])[C:5]1=[O:25])[CH3:3]. Procedure details: To a solution of (3S,4S)-3-[(1R)-1-hydroxyethyl]-4-[(1R)-1-phenylthiocarbonylethyl]-1-allyloxycarbonylmethyl-2-azetidinone (5.04 g: 13.35 mmole) in toluene (40 ml) under ice cooling, pyridine (1.51 ml: 18.69 mmole) is added and trimethylchlorosilane (2.26 ml: 17.36 mmole) is added dropwise. The mixture is stirred at room temperature for 1.5 hours. Water (80 ml) is added to the reaction mixture, and aqueous layer is extracted with toluene. The extract and the organic layer are combined, washed wi... Starting materials: C(CC)N1C=NC(=C1C#CC1=CC=CC=C1)C=O (3-n-Propyl-4-(phenylethynyl)imidazole-5-carboxaldehyde), BrCC1=CC=C(C=C1)C1=C(C=CC=C1)C1=NN=NN1C(C1=CC=CC=C1)(C1=CC=CC=C1)C1=CC=CC=C1 (4-bromomethyl-2'-(N-triphenylmethyl-(1H-tetrazol-5-yl))biphenyl). The product is C1(=CC=CC=C1)C#CC=1N(CN(C1C=O)CC1=CC=C(C=C1)C1=C(C=CC=C1)C1=NN=NN1)CCC (4-phenylethynyl-3-n-propyl-1-[(2'-(1H-tetrazol-5-yl)biphenyl-4-yl) methyl]imidazole-5-carboxaldehyde). As a reaction SMILES: [CH2:1]([N:4]1[C:8]([C:9]#[C:10][C:11]2[CH:16]=[CH:15][CH:14]=[CH:13][CH:12]=2)=[C:7]([CH:17]=[O:18])[N:6]=[CH:5]1)[CH2:2][CH3:3].Br[CH2:20][C:21]1[CH:26]=[CH:25][C:24]([C:27]2[CH:32]=[CH:31][CH:30]=[CH:29][C:28]=2[C:33]2[N:37](C(C3C=CC=CC=3)(C3C=CC=CC=3)C3C=CC=CC=3)[N:36]=[N:35][N:34]=2)=[CH:23][CH:22]=1>>[C:11]1([C:10]#[C:9][C:8]2[N:4]([CH2:1][CH2:2][CH3:3])[CH2:5][N:6]([CH2:20][C:21]3[CH:26]=[CH:25][C:24]([C:27]4[CH:32]=[CH:31][CH:30]=[CH:29][C:28]=4[C:33]4[NH:34][N:35]=[N:36][N:37]=4)=[CH:23][CH:22]=3)[C:7]=2[CH:17]=[O:18])[CH:16]=[CH:15][CH:14]=[CH:13][CH:12]=1. Procedure: 3-n-Propyl-4-(phenylethynyl)imidazole-5-carboxaldehyde was alkylated with 4-bromomethyl-2'-(N-triphenylmethyl-(1H-tetrazol-5-yl))biphenyl by the procedure described in example 1, parts D and I, to yield the entitled product. NMR (CDCl3) δ 9.88 (s,1H): 8.03 (m,1H); 7.57-7.27 (m,8H); 7.17 (m,2H); 7.01 (m,2H); 5.55 (s,2H); 2.61 (t,2H); 1.75 (m,2H); 0.99 (t,3H). Starting materials: C(C)(C)(C)[Si](Cl)(C)C (tert-butyldimethylchlorosilane), N1C=NC=C1 (imidazole), ClC=1C=C(CC(C(=O)OC(C)(C)C)C(C)O)C=CC1Cl (tert-butyl (2RS, 3RS)-2-(3,4-dichlorobenzyl)-3-hydroxybutanoate). Run in C(C)OCC (ethyl ether), CN(C=O)C (dimethylformamide). Reaction conditions: temperature -78 celsius. The product is ClC=1C=C(CC(CO)C(C)O[Si](C)(C)C(C)(C)C)C=CC1Cl ((2RS, 3RS)-2-(3,4-dichlorobenzyl)-3-(tert-butyldimethylsilyloxy)butanol). Isolated yield 76.3%. As a reaction SMILES: [Cl:1][C:2]1[CH:3]=[C:4]([CH:17]=[CH:18][C:19]=1[Cl:20])[CH2:5][CH:6]([CH:14]([OH:16])[CH3:15])[C:7]([O:9]C(C)(C)C)=O.[C:21]([Si:25]([CH3:28])([CH3:27])Cl)([CH3:24])([CH3:23])[CH3:22].N1C=CN=C1>CN(C)C=O.C(OCC)C>[Cl:1][C:2]1[CH:3]=[C:4]([CH:17]=[CH:18][C:19]=1[Cl:20])[CH2:5][CH:6]([CH:14]([O:16][Si:25]([C:21]([CH3:24])([CH3:23])[CH3:22])([CH3:28])[CH3:27])[CH3:15])[CH2:7][OH:9]. Reported procedure: 1.14 g of tert-butyl (2RS, 3RS)-2-(3,4-dichlorobenzyl)-3-hydroxybutanoate obtained in Example 123 was dissolved in 10 ml of dimethylformamide, and 0.65 g of tert-butyldimethylchlorosilane and 0.37 g of imidazole were added thereto with stirring under cooling with ice. The mixture was stirred at room temperature for 6 hours. The reaction solution was diluted with ethyl ether, then washed with a saturated sodium hydrogencarbonate aqueous solution and a saturated sodium chloride aqueous solution, a... Reactants: NC=1C(=NC=C(C1)C)CCCC#N (3-amino-2-(3-cyanopropyl)-5-methylpyridine), N(=O)[O-].[Na+] (sodium nitrite), [OH-].[Na+] (sodium hydroxide). Run in S(O)(O)(=O)=O (sulphuric acid). Product: OC=1C(=NC=C(C1)C)CCCC#N (3-hydroxy-2-(3-cyanopropyl)-5-methylpyridine). The yield is 50.7%. As a reaction SMILES: N[C:2]1[C:3]([CH2:9][CH2:10][CH2:11][C:12]#[N:13])=[N:4][CH:5]=[C:6]([CH3:8])[CH:7]=1.N([O-])=[O:15].[Na+].[OH-].[Na+]>S(=O)(=O)(O)O>[OH:15][C:2]1[C:3]([CH2:9][CH2:10][CH2:11][C:12]#[N:13])=[N:4][CH:5]=[C:6]([CH3:8])[CH:7]=1 |f:1.2,3.4|. Procedure details: A solution of 3-amino-2-(3-cyanopropyl)-5-methylpyridine [from Example 1(c)] (1 g) in diluted sulphuric acid (0.78 ml conc. and 6.5 ml water) was reacted with sodium nitrite (0.59 g in 3 ml water) between 6°-10° C. The pH was brought to 6.5 with sodium hydroxide and the product was extracted with chloroform, chromatographed on silica in chloroform-methanol giving 3-hydroxy-2-(3-cyanopropyl)-5-methylpyridine (0.51 g) m.p. 132.5° C.